From a dataset of the Open Reaction Database (ORD), a public repository of structured organic reaction records. describe an organic reaction: reactants, conditions, products, and yield The reactants are COC1=C(C(=CC=C1)OC)C1=CC(=NN1C1=C(C=C(C=C1)C(N(CCCN(C)C)C)=O)C(C)C)C(=O)NC1(C2CC3CC(CC1C3)C2)C(=O)O (2-[5-(2,6-dimethoxyphenyl)-1-[4-[N-methyl-N-(3-dimethylaminopropyl)carbamoyl]-2-isopropylphenyl]-3-pyrazolylcarbonylamino]-2-adamantanecarboxylic acid), S(=O)(=O)(O)CCO (isethionic acid). Solvent: CC(C)O (2-propanol). Conditions: time 8 hour. Product: S(=O)(=O)(O)CCO.COC1=C(C(=CC=C1)OC)C1=CC(=NN1C1=C(C=C(C=C1)C(N(CCCN(C)C)C)=O)C(C)C)C(=O)NC1(C2CC3CC(CC1C3)C2)C(=O)O (2-[5-(2,6-Dimethoxyphenyl)-1-[4-[N-methyl-N-(3-dimethylaminopropyl)carbamoyl]-2-isopropylphenyl]-3-pyrazolylcarbonylamino]-2-adamantanecarboxylic acid isethionate). Yield: 46.5%. RXN SMILES: [CH3:1][O:2][C:3]1[CH:8]=[CH:7][CH:6]=[C:5]([O:9][CH3:10])[C:4]=1[C:11]1[N:15]([C:16]2[CH:21]=[CH:20][C:19]([C:22](=[O:31])[N:23]([CH3:30])[CH2:24][CH2:25][CH2:26][N:27]([CH3:29])[CH3:28])=[CH:18][C:17]=2[CH:32]([CH3:34])[CH3:33])[N:14]=[C:13]([C:35]([NH:37][C:38]2([C:48]([OH:50])=[O:49])[CH:45]3[CH2:46][CH:41]4[CH2:42][CH:43]([CH2:47][CH:39]2[CH2:40]4)[CH2:44]3)=[O:36])[CH:12]=1.[S:51]([CH2:55][CH2:56][OH:57])([OH:54])(=[O:53])=[O:52]>CC(O)C>[S:51]([CH2:55][CH2:56][OH:57])([OH:54])(=[O:53])=[O:52].[CH3:10][O:9][C:5]1[CH:6]=[CH:7][CH:8]=[C:3]([O:2][CH3:1])[C:4]=1[C:11]1[N:15]([C:16]2[CH:21]=[CH:20][C:19]([C:22](=[O:31])[N:23]([CH3:30])[CH2:24][CH2:25][CH2:26][N:27]([CH3:28])[CH3:29])=[CH:18][C:17]=2[CH:32]([CH3:34])[CH3:33])[N:14]=[C:13]([C:35]([NH:37][C:38]2([C:48]([OH:50])=[O:49])[CH:39]3[CH2:40][CH:41]4[CH2:42][CH:43]([CH2:44][CH:45]2[CH2:46]4)[CH2:47]3)=[O:36])[CH:12]=1 |f:3.4|. Procedure details: A mixture of 0.1 g of the compound obtained in EXAMPLE 1' in 3 ml of 2-propanol is heated to reflux, 0.022 g of 83% isethionic acid (obtained by elution of sodium isethionate on DOWEX® 50 W×8 resin in H+ form) is added and crystallization is allowed to take place overnight. The crystallized product formed is drained. 0.055 g of the expected product is obtained, m.p.=230° C. Product: O=c1c(-c2ccc(F)nc2)cccn1CCCCCl. As a reaction SMILES: [Br:1][c:2]1[c:3](=[O:13])[n:4]([CH2:8][CH2:9][CH2:10][CH2:11][Cl:12])[cH:5][cH:6][cH:7]1.[F:14][c:15]1[cH:16][cH:17][c:18]([B:21]([OH:22])[OH:23])[cH:19][n:20]1.[K+:24].[K+:25].[O-:26][C:27]([O-:28])=[O:29].[O-:56][C:57]([CH3:58])=[O:59].[O-:60][C:61]([CH3:62])=[O:63].[O:49]1[CH2:50][CH2:51][O:52][CH2:53][CH2:54]1.[Pd+2:55].[c:30]1([P:31]([c:32]2[cH:33][cH:34][cH:35][cH:36][cH:37]2)[c:38]2[cH:39][cH:40][cH:41][cH:42][cH:43]2)[cH:44][cH:45][cH:46][cH:47][cH:48]1>>[c:2]1(-[c:18]2[cH:17][cH:16][c:15]([F:14])[n:20][cH:19]2)[c:3](=[O:13])[n:4]([CH2:8][CH2:9][CH2:10][CH2:11][Cl:12])[cH:5][cH:6][cH:7]1. Starting materials: O=c1c(Br)cccn1CCCCCl, OB(O)c1ccc(F)nc1, [K+], [K+], O=C([O-])[O-], CC(=O)[O-], CC(=O)[O-], C1COCCO1, [Pd+2], c1ccc(P(c2ccccc2)c2ccccc2)cc1. Starting materials: B, CCC(CC)Oc1cc(C)nc2c1NC(=O)CN2c1c(C)cc(C)cc1C, C1CCOC1, CSC. The product is CCC(CC)Oc1cc(C)nc2c1NCCN2c1c(C)cc(C)cc1C. RXN SMILES: [BH3:31].[CH2:1]([CH3:2])[CH:3]([CH2:4][CH3:5])[O:6][c:7]1[cH:8][c:9]([CH3:27])[n:10][c:11]2[c:16]1[NH:15][C:14](=[O:17])[CH2:13][N:12]2[c:18]1[c:19]([CH3:26])[cH:20][c:21]([CH3:25])[cH:22][c:23]1[CH3:24].[CH2:32]1[O:33][CH2:34][CH2:35][CH2:36]1.[CH3:28][S:29][CH3:30]>>[CH2:1]([CH3:2])[CH:3]([CH2:4][CH3:5])[O:6][c:7]1[cH:8][c:9]([CH3:27])[n:10][c:11]2[c:16]1[NH:15][CH2:14][CH2:13][N:12]2[c:18]1[c:19]([CH3:26])[cH:20][c:21]([CH3:25])[cH:22][c:23]1[CH3:24]. Reactants: 1a, dihalo, ( II ), Cl[Si](C)(C)C (chlorotrimethylsilane), ClC1=CC(=CC=C1)I (1-chloro-3-iodobenzene). Product: ClC1=CC(=CC=C1)[Si](C)(C)C (1-Chloro-3-trimethylsilanyl-benzene). As a reaction SMILES: Cl[Si:2]([CH3:5])([CH3:4])[CH3:3].[Cl:6][C:7]1[CH:12]=[CH:11][CH:10]=[C:9](I)[CH:8]=1>>[Cl:6][C:7]1[CH:12]=[CH:11][CH:10]=[C:9]([Si:2]([CH3:5])([CH3:4])[CH3:3])[CH:8]=1. Reported procedure: 1-Chloro-3-trimethylsilanyl-benzene is prepared in a manner analogous to the procedure described in examples 1 and 1a utilizing chlorotrimethylsilane and 1-chloro-3-iodobenzene as the dihalo compound of formula (II). Reactants: CC=1N=C(SC1C1=CC(=CC=C1)[N+](=O)[O-])NC1=NC=CN=C1 ([4-Methyl-5-(3-nitro-phenyl)-thiazol-2-yl]-pyrazin-2-yl-amine). Reagents/catalysts: [Pd] (Pd/C). Run in C(C)(=O)OCC.C1CCOC1 (ethyl acetate THF). Reaction conditions: time 8 hour. Yields the product NC=1C=C(C=CC1)C1=C(N=C(S1)NC1=NC=CN=C1)C ([5-(3-amino-phenyl)-4-methyl-thiazol-2-yl]-pyrazin-2-yl-amine). The yield is 36.4%. RXN SMILES: [CH3:1][C:2]1[N:3]=[C:4]([NH:16][C:17]2[CH:22]=[N:21][CH:20]=[CH:19][N:18]=2)[S:5][C:6]=1[C:7]1[CH:12]=[CH:11][CH:10]=[C:9]([N+:13]([O-])=O)[CH:8]=1>C(OCC)(=O)C.C1COCC1.[Pd]>[NH2:13][C:9]1[CH:8]=[C:7]([C:6]2[S:5][C:4]([NH:16][C:17]3[CH:22]=[N:21][CH:20]=[CH:19][N:18]=3)=[N:3][C:2]=2[CH3:1])[CH:12]=[CH:11][CH:10]=1 |f:1.2|. Procedure: [4-Methyl-5-(3-nitro-phenyl)-thiazol-2-yl]-pyrazin-2-yl-amine (42b) (1.079 g, 3.4 mmol) is dissolved in ethyl acetate/THF (5/1, 240 ml) and stirred at room temperature under an atmosphere of argon. The solution is then treated with 10% Pd/C (1.1 g). The reaction mixture is purged three times with nitrogen and placed under an atmosphere of hydrogen overnight. The mixture is then filtered through celite and the catalyst is washed with THF (200 ml). The solvent is removed in vacuo to leave [5-(3-am... Starting materials: O=C(Cl)COCc1ccccc1, CCO, Cc1ccccc1, Cl, CC(Cc1ccc(O)cc1)N(Cc1ccccc1)CC(O)c1ccc(OCc2ccccc2)c(N)c1, [Na+], [Na+], [Na+], O=C([O-])[O-], [OH-], O, c1ccncc1. The product is CC(Cc1ccc(O)cc1)N(Cc1ccccc1)CC(O)c1ccc(OCc2ccccc2)c(NC(=O)COCc2ccccc2)c1. Reaction SMILES: [CH2:37]([c:38]1[cH:39][cH:40][cH:41][cH:42][cH:43]1)[O:44][CH2:45][C:46](=[O:47])[Cl:48].[CH3:59][CH2:60][OH:61].[CH3:62][c:63]1[cH:64][cH:65][cH:66][cH:67][cH:68]1.[ClH:51].[NH2:1][c:2]1[cH:3][c:4]([CH:5]([CH2:6][N:7]([CH:8]([CH2:9][c:10]2[cH:11][cH:12][c:13]([OH:16])[cH:14][cH:15]2)[CH3:17])[CH2:18][c:19]2[cH:20][cH:21][cH:22][cH:23][cH:24]2)[OH:25])[cH:26][cH:27][c:28]1[O:29][CH2:30][c:31]1[cH:32][cH:33][cH:34][cH:35][cH:36]1.[Na+:50].[Na+:52].[Na+:53].[O-:54][C:55](=[O:56])[O-:57].[OH-:49].[OH2:58].[cH:69]1[cH:70][cH:71][n:72][cH:73][cH:74]1>>[NH:1]([c:2]1[cH:3][c:4]([CH:5]([CH2:6][N:7]([CH:8]([CH2:9][c:10]2[cH:11][cH:12][c:13]([OH:16])[cH:14][cH:15]2)[CH3:17])[CH2:18][c:19]2[cH:20][cH:21][cH:22][cH:23][cH:24]2)[OH:25])[cH:26][cH:27][c:28]1[O:29][CH2:30][c:31]1[cH:32][cH:33][cH:34][cH:35][cH:36]1)[C:46]([CH2:45][O:44][CH2:37][c:38]1[cH:39][cH:40][cH:41][cH:42][cH:43]1)=[O:47].